Dataset: the Open Reaction Database (ORD), a public repository of structured organic reaction records. Task: describe an organic reaction: reactants, conditions, products, and yield Reaction SMILES: [N+:1]([O-:2])(=[O:3])[c:4]1[c:5]([O:6][CH:7]([c:8]2[cH:9][cH:10][cH:11][cH:12][cH:13]2)[CH:14]2[O:15][CH2:16][C:17](=[O:21])[N:18]([CH3:20])[CH2:19]2)[cH:22][cH:23][cH:24][cH:25]1.[O:26]=[CH:27][N:28]([CH3:29])[CH3:30]>>[NH2:1][c:4]1[c:5]([O:6][CH:7]([c:8]2[cH:9][cH:10][cH:11][cH:12][cH:13]2)[CH:14]2[O:15][CH2:16][C:17](=[O:21])[N:18]([CH3:20])[CH2:19]2)[cH:22][cH:23][cH:24][cH:25]1. Reactants: CN1CC(C(Oc2ccccc2[N+](=O)[O-])c2ccccc2)OCC1=O, CN(C)C=O. The product is CN1CC(C(Oc2ccccc2N)c2ccccc2)OCC1=O.